This data is from the Open Reaction Database (ORD), a public repository of structured organic reaction records. The task is: describe an organic reaction: reactants, conditions, products, and yield The reactants are CCOC(C)(OCC)OCC, O=C([O-])O, CCCCCc1nc2cc(CC(=O)O)ccc2o1, CCOC(C)=O, [Na+]. Yields the product CCCCCc1nc2cc(CCO)ccc2o1. As a reaction SMILES: [C:19]([O:20][CH2:21][CH3:22])([O:23][CH2:24][CH3:25])([O:26][CH2:27][CH3:28])[CH3:29].[C:30](=[O:31])([O-:32])[OH:33].[CH2:1]([CH2:2][CH2:3][CH2:4][CH3:5])[c:6]1[o:7][c:8]2[c:9]([n:10]1)[cH:11][c:12]([CH2:15][C:16](=[O:17])[OH:18])[cH:13][cH:14]2.[CH3:35][CH2:36][O:37][C:38]([CH3:39])=[O:40].[Na+:34]>>[CH2:1]([CH2:2][CH2:3][CH2:4][CH3:5])[c:6]1[o:7][c:8]2[c:9]([n:10]1)[cH:11][c:12]([CH2:15][CH2:16][OH:17])[cH:13][cH:14]2.